This data is from the Open Reaction Database (ORD), a public repository of structured organic reaction records. The task is: describe an organic reaction: reactants, conditions, products, and yield The reactants are [Br-], CC[Mg+], C1CCOC1, Cn1ncc2cc(Cc3cnc4ccc(C=O)nn34)c(F)cc21. Yields the product CCC(O)c1ccc2ncc(Cc3cc4cnn(C)c4cc3F)n2n1. As a reaction SMILES: [Br-:24].[CH2:25]([CH3:26])[Mg+:27].[CH2:28]1[O:29][CH2:30][CH2:31][CH2:32]1.[F:1][c:2]1[c:3]([CH2:12][c:13]2[cH:14][n:15][c:16]3[n:17]2[n:18][c:19]([CH:22]=[O:23])[cH:20][cH:21]3)[cH:4][c:5]2[cH:6][n:7][n:8]([CH3:11])[c:9]2[cH:10]1>>[F:1][c:2]1[c:3]([CH2:12][c:13]2[cH:14][n:15][c:16]3[n:17]2[n:18][c:19]([CH:22]([OH:23])[CH2:25][CH3:26])[cH:20][cH:21]3)[cH:4][c:5]2[cH:6][n:7][n:8]([CH3:11])[c:9]2[cH:10]1.